From a dataset of the Open Reaction Database (ORD), a public repository of structured organic reaction records. describe an organic reaction: reactants, conditions, products, and yield The reactants are Cc1ccc(C(=O)c2cc(Cl)ccc2NS(=O)(=O)c2ccc(Br)c(F)c2)cn1, C1COCCN1, [K+], [K+], [K+], CN(C)C=O, O=P([O-])([O-])[O-]. Yields the product Cc1ccc(C(=O)c2cc(Cl)ccc2NS(=O)(=O)c2ccc(N3CCOCC3)c(F)c2)cn1. As a reaction SMILES: [Br:1][c:2]1[c:3]([F:28])[cH:4][c:5]([S:8](=[O:9])(=[O:10])[NH:11][c:12]2[c:13]([C:19](=[O:20])[c:21]3[cH:22][n:23][c:24]([CH3:27])[cH:25][cH:26]3)[cH:14][c:15]([Cl:18])[cH:16][cH:17]2)[cH:6][cH:7]1.[CH2:37]1[CH2:38][O:39][CH2:40][CH2:41][NH:42]1.[K+:34].[K+:35].[K+:36].[O:43]=[CH:44][N:45]([CH3:46])[CH3:47].[P:29]([O-:30])([O-:31])([O-:32])=[O:33]>>[c:2]1([N:42]2[CH2:37][CH2:38][O:39][CH2:40][CH2:41]2)[c:3]([F:28])[cH:4][c:5]([S:8](=[O:9])(=[O:10])[NH:11][c:12]2[c:13]([C:19](=[O:20])[c:21]3[cH:22][n:23][c:24]([CH3:27])[cH:25][cH:26]3)[cH:14][c:15]([Cl:18])[cH:16][cH:17]2)[cH:6][cH:7]1. Starting materials: OC1=C(C=C(C#N)C=C1)[N+](=O)[O-] (4-hydroxy-3-nitrobenzonitrile), S(=S)(=O)([O-])[O-].[Na+].[Na+] (sodium thiosulfate). Solvent: C(C)O (ethanol), O (water). Run at temperature 80 celsius, time 1 hour. Yields the product NC=1C=C(C#N)C=CC1O (3-amino-4-hydroxybenzonitrile). Isolated yield 45.1%. As a reaction SMILES: [OH:1][C:2]1[CH:9]=[CH:8][C:5]([C:6]#[N:7])=[CH:4][C:3]=1[N+:10]([O-])=O.S([O-])([O-])(=O)=S.[Na+].[Na+]>C(O)C.O>[NH2:10][C:3]1[CH:4]=[C:5]([CH:8]=[CH:9][C:2]=1[OH:1])[C:6]#[N:7] |f:1.2.3|. Procedure details: To a mixture of 4-hydroxy-3-nitrobenzonitrile (4 g, 0.0244 mol) in ethanol (180 mL) and water (90 mL) was added sodium thiosulfate (17 g, 0.0976 mol) at room temperature. The heterogeneous mixture was stirred at 80° C. under an atmosphere of nitrogen for 1 hour. The reaction mixture was cooled to room temperature, and ethanol was removed under reduced pressure. The yellow solid was filtered, washed with water, and dried under reduced pressure to yield 3-amino-4-hydroxybenzonitrile (1.46 g, 0.011... Run in CN(C=O)C (N,N-dimethylformamide), CN(C=O)C (N,N-dimethylformamide). Product: ClC=1C=CC(=C(C=O)C1)OC1=C(C=C(C=C1)Cl)[N+](=O)[O-] (5-chloro-2-(4-chloro-2-nitrophenoxy)benzaldehyde). Run at temperature 100 celsius. RXN SMILES: [Cl:1][C:2]1[CH:9]=[C:6]([CH:7]=[O:8])[C:5]([OH:10])=[CH:4][CH:3]=1.[H-].[Na+].Cl[C:14]1[CH:19]=[CH:18][C:17]([Cl:20])=[CH:16][C:15]=1[N+:21]([O-:23])=[O:22]>CN(C)C=O>[Cl:1][C:2]1[CH:3]=[CH:4][C:5]([O:10][C:14]2[CH:19]=[CH:18][C:17]([Cl:20])=[CH:16][C:15]=2[N+:21]([O-:23])=[O:22])=[C:6]([CH:9]=1)[CH:7]=[O:8] |f:1.2|. Procedure details: To a stirred solution of 5-chlorosalicylaldehyde (8.56 g) in N,N-dimethylformamide (90 mL) under nitrogen was added, in portions, sodium hydride (1.37 g). To the resulting solution was added 2,5-dichloro-1-nitrobenzene (10.0 g) and N,N-dimethylformamide (10 mL), and the reaction was heated at 100° C. under nitrogen for 6 hours. The reaction was evaporated under vacuum, and the residue was partitioned between chloroform and 1 N NaOH. The layers were separated, and the aqueous layer was extracted ... The reactants are ClC1=CC=C(C(C=O)=C1)O (5-chlorosalicylaldehyde), [H-].[Na+] (sodium hydride), ClC1=C(C=C(C=C1)Cl)[N+](=O)[O-] (2,5-dichloro-1-nitrobenzene). The reactants are OC=1C=C(OC2=CC(=CC=C2)OC2=CC(=C(C=C2)[N+](=O)[O-])O)C=CC1[N+](=O)[O-] (1,3-bis(3-hydroxy-4-nitrophenoxy)benzene), [K+].[Br-] (KBr). Reported procedure: 1,3-Bis(4-amino-3-hydroxyphenoxy)benzene was synthesized in a manner analogous to Example 2 from 1,3-bis(3-hydroxy-4-nitrophenoxy)benzene. Yield: 81%; mp 171˜174° C.; IR (KBr): 3414, 3342, 1588, 1518 cm−1; MS (EI) m/z 324 (M+, 100); Elemental Anal. Calcd. for C18H16N2O4: C, 66.67; H, 4.94; N, 8.64. Found: C, 66.45; H, 5.02; N, 8.53. As a reaction SMILES: [OH:1][C:2]1[CH:3]=[C:4]([CH:23]=[CH:24][C:25]=1[N+:26]([O-])=O)[O:5][C:6]1[CH:11]=[CH:10][CH:9]=[C:8]([O:12][C:13]2[CH:18]=[CH:17][C:16]([N+:19]([O-])=O)=[C:15]([OH:22])[CH:14]=2)[CH:7]=1.[K+].[Br-]>>[NH2:19][C:16]1[CH:17]=[CH:18][C:13]([O:12][C:8]2[CH:9]=[CH:10][CH:11]=[C:6]([O:5][C:4]3[CH:23]=[CH:24][C:25]([NH2:26])=[C:2]([OH:1])[CH:3]=3)[CH:7]=2)=[CH:14][C:15]=1[OH:22] |f:1.2|. The yield is 81.0%. Product: NC1=C(C=C(OC2=CC(=CC=C2)OC2=CC(=C(C=C2)N)O)C=C1)O (1,3-Bis(4-amino-3-hydroxyphenoxy)benzene). RXN SMILES: [I:1][C:2]1[CH:3]=[C:4]2[C:8](=[CH:9][CH:10]=1)[NH:7][C:6](=[O:11])[C:5]2=O.C(O)(C(F)(F)F)=O.[CH2:20]([C@H:27]([O:38][C:39]1[CH:55]=[CH:54][C:42]([C:43]([NH:45][NH:46]C(OC(C)(C)C)=O)=[O:44])=[CH:41][CH:40]=1)[C:28]([O:30][CH2:31][C:32]1[CH:37]=[CH:36][CH:35]=[CH:34][CH:33]=1)=[O:29])[C:21]1[CH:26]=[CH:25][CH:24]=[CH:23][CH:22]=1>C(O)(=O)C>[I:1][C:2]1[CH:3]=[C:4]2[C:8](=[CH:9][CH:10]=1)[NH:7][C:6](=[O:11])[C:5]2=[N:46][NH:45][C:43]([C:42]1[CH:54]=[CH:55][C:39]([O:38][C@@H:27]([CH2:20][C:21]2[CH:22]=[CH:23][CH:24]=[CH:25][CH:26]=2)[C:28]([O:30][CH2:31][C:32]2[CH:37]=[CH:36][CH:35]=[CH:34][CH:33]=2)=[O:29])=[CH:40][CH:41]=1)=[O:44]. The product is IC=1C=C2C(C(NC2=CC1)=O)=NNC(=O)C1=CC=C(O[C@H](C(=O)OCC2=CC=CC=C2)CC2=CC=CC=C2)C=C1 (benzyl (2S)-2-(4-{[2-(5-iodo-2-oxo-1,2-dihydro-3H-indol-3-ylidene)hydrazino]carbonyl}phenoxy)-3-phenylpropanoate). Procedure: Following the general method as outlined in Example 1, into a suspension of 5-iodo-1H-indole-2,3-dione in acetic acid in the presence of 5% TFA was added tert-butyl 2-{4-[(1S)-1-benzyl-2-(benzyloxy)-2-oxoethoxy]benzoyl}hydrazinecarboxylate. After stirring at 100° C., the reaction mixture was cooled to rt and a yellow solid precipitated out. Filtration on a fritté, washing with AcOH, water and drying under vacuo at 60° C. for 15 hrs gave 164 mg of the title compound (76%) as a yellow solid in 98.... The reactants are IC=1C=C2C(C(NC2=CC1)=O)=O (5-iodo-1H-indole-2,3-dione), C(=O)(C(F)(F)F)O (TFA), C(C1=CC=CC=C1)[C@@H](C(=O)OCC1=CC=CC=C1)OC1=CC=C(C(=O)NNC(=O)OC(C)(C)C)C=C1 (tert-butyl 2-{4-[(1S)-1-benzyl-2-(benzyloxy)-2-oxoethoxy]benzoyl}hydrazinecarboxylate). Yield: 76.0%. Reaction conditions: temperature 100 celsius. Run in C(C)(=O)O (acetic acid).